Dataset: the Open Reaction Database (ORD), a public repository of structured organic reaction records. Task: describe an organic reaction: reactants, conditions, products, and yield The reactants are C1CC(=O)N(C1=O)Br (NBS), C(CCCCCCCCCCCCC)C1=CSC=C1 (3-Tetradecylthiophene), C1CC(=O)N(C1=O)Br (NBS), C(CCCCCCCCCCCCC)C1=CSC=C1 (3-tetradecylthiophene). The solvent is CN(C)C=O (DMF), CN(C)C=O (DMF). Conditions: time 8 hour. The product is BrC=1SC=CC1CCCCCCCCCCCCCC (2-bromo-3-tetradecylthiophene). Reaction SMILES: [CH2:1]([C:15]1[CH:19]=[CH:18][S:17][CH:16]=1)[CH2:2][CH2:3][CH2:4][CH2:5][CH2:6][CH2:7][CH2:8][CH2:9][CH2:10][CH2:11][CH2:12][CH2:13][CH3:14].C1C(=O)N([Br:27])C(=O)C1>CN(C=O)C>[Br:27][C:16]1[S:17][CH:18]=[CH:19][C:15]=1[CH2:1][CH2:2][CH2:3][CH2:4][CH2:5][CH2:6][CH2:7][CH2:8][CH2:9][CH2:10][CH2:11][CH2:12][CH2:13][CH3:14]. Reported procedure: 3-Tetradecylthiophene (5.6 g, 20 mmol) was dissolved in 30 mL of dry DMF. NBS (3.56 g, 20 mmol) was dissolved in 20 mL of DMF. At room temperature, the NBS solution was add to the 3-tetradecylthiophene solution dropwise. The reaction mixture was stirred in dark overnight. The reaction mixture was then poured onto ice, and then extracted with tert-butyl methyl ether (50 mL×3). The organic layer was collected and washed with half-brine (5×100 mL). After the organic layer was dried by MgSO4, the so... Reactants: C1(=CC=CC=C1)C(C(=CC=C(C(=O)OCC)N(C)C)SC)=O (ethyl 6-phenyl-6-oxo-5-methylthio-2-dimethylamino2,4-hexadienoate), CC[O-].[Na+] (sodium ethylate), COCC(=O)C1=CC=CC=C1 (α-methoxyacetophenone), F[B-](F)(F)F.CN(C(=CC=[N+](C)C)C(=O)OCC)C (N-(3-dimethylamino-3-ethoxycarbonylpropenylidene)-N-methylmethanaminium tetrafluoroborate), ethanolic solution. The solvent is C(C)O (ethanol). Yields the product CN(C(C(=O)OCC)=CC=C(C(C1=CC=CC=C1)=O)OC)C (ethyl 2-dimethylamino-5-methoxy-6-oxo-6-phenyl-2,4-hexadienoate). Reaction SMILES: [C:1]1([C:7](=[O:22])[C:8](SC)=[CH:9][CH:10]=[C:11]([N:17]([CH3:19])[CH3:18])[C:12]([O:14][CH2:15][CH3:16])=[O:13])[CH:6]=[CH:5][CH:4]=[CH:3][CH:2]=1.F[B-](F)(F)F.CN(C)C([C:36](OCC)=[O:37])=CC=[N+](C)C.CC[O-].[Na+].COCC(C1C=CC=CC=1)=O>C(O)C>[CH3:18][N:17]([CH3:19])[C:11](=[CH:10][CH:9]=[C:8]([O:37][CH3:36])[C:7](=[O:22])[C:1]1[CH:6]=[CH:5][CH:4]=[CH:3][CH:2]=1)[C:12]([O:14][CH2:15][CH3:16])=[O:13] |f:1.2,3.4|. Procedure details: The procedure is as in Example 4 for the preparation of ethyl 6-phenyl-6-oxo-5-methylthio-2-dimethylamino2,4-hexadienoate, starting with N-(3-dimethylamino-3-ethoxycarbonylpropenylidene)-N-methylmethanaminium tetrafluoroborate (11.4 g), a 2M ethanolic solution of sodium ethylate (20 cc) and α-methoxyacetophenone (6 g) in ethanol (50 cc). After purification by chromatography on a silica column with a mixture of dicholoromethane and ethyl acetate (50:50 by volume) as eluent, ethyl 2-dimethylamino-... Reactants: [H-].C(C(C)C)[Al+]CC(C)C (diisobutylaluminum hydride), C1(CCC1)C1=C(C(=NO1)C1=C(C=CC=C1Cl)Cl)C(=O)OCC (ethyl 5-cyclobutyl-3-(2,6-dichlorophenyl)-4-isoxazolecarboxylate), solution, [H-].C(C(C)C)[Al+]CC(C)C (diisobutylaluminum hydride), C1(=CC=CC=C1)C (toluene). Run in C1CCOC1 (THF). Reaction conditions: time 4 hour. The product is C1(CCC1)C1=C(C(=NO1)C1=C(C=CC=C1Cl)Cl)CO ([5-cyclobutyl-3-(2,6-dichlorophenyl)-4-isoxazolyl]methanol). The yield is 97.5%. As a reaction SMILES: [CH:1]1([C:5]2[O:9][N:8]=[C:7]([C:10]3[C:15]([Cl:16])=[CH:14][CH:13]=[CH:12][C:11]=3[Cl:17])[C:6]=2[C:18](OCC)=[O:19])[CH2:4][CH2:3][CH2:2]1.[H-].C([Al+]CC(C)C)C(C)C.C1(C)C=CC=CC=1>C1COCC1>[CH:1]1([C:5]2[O:9][N:8]=[C:7]([C:10]3[C:11]([Cl:17])=[CH:12][CH:13]=[CH:14][C:15]=3[Cl:16])[C:6]=2[CH2:18][OH:19])[CH2:2][CH2:3][CH2:4]1 |f:1.2|. Procedure details: To a solution of ethyl 5-cyclobutyl-3-(2,6-dichlorophenyl)-4-isoxazolecarboxylate (1.52 g, 4.47 mmol) in THF (20 mL) at 0° C. was slowly added a 1.5 M solution of diisobutylaluminum hydride in toluene (6.26 mL, 9.39 mmol). The solution was allowed to warm slowly to ambient temperature. After approximately 4 hr of stirring, the solution was re-cooled to 0° C. and an additional 6 mL of diisobutylaluminum hydride was added. After approximately 1.5 hr of stirring the mixture was re-cooled to 0° C., ... Starting materials: CN(C)C1CCNC1, Cc1cc(C(=O)O)c(C=O)[nH]1. The product is Cc1cc(C(=O)N2CCC(N(C)C)C2)c(C=O)[nH]1. RXN SMILES: [CH3:12][N:13]([CH:14]1[CH2:15][NH:16][CH2:17][CH2:18]1)[CH3:19].[CH:1](=[O:2])[c:3]1[nH:4][c:5]([CH3:11])[cH:6][c:7]1[C:8](=[O:9])[OH:10]>>[CH:1](=[O:2])[c:3]1[nH:4][c:5]([CH3:11])[cH:6][c:7]1[C:8](=[O:10])[N:16]1[CH2:15][CH:14]([N:13]([CH3:12])[CH3:19])[CH2:18][CH2:17]1. Starting materials: [N+](=O)(O)[O-] (nitric acid), [N+](=O)([O-])[O-].[Zn+2].[N+](=O)([O-])[O-] (zinc nitrate), P(O)(O)(O)=O (phosphoric acid). Run in O (water). Yields the product P(=O)([O-])([O-])[O-].[Zn+2].P(=O)([O-])([O-])[O-].[Zn+2].[Zn+2] (zinc phosphate). Reaction SMILES: [N+]([O-])(O)=O.[N+]([O-])([O-])=O.[Zn+2:9].[N+]([O-])([O-])=O.[P:14](=[O:18])([OH:17])([OH:16])[OH:15]>O>[P:14]([O-:18])([O-:17])([O-:16])=[O:15].[Zn+2:9].[P:14]([O-:18])([O-:17])([O-:16])=[O:15].[Zn+2:9].[Zn+2:9] |f:1.2.3,6.7.8.9.10|. Procedure details: Phosphating solution based on zinc diacid phosphate, nitric acid, zinc nitrate and phosphoric acid in a percentage amount, diluted in water, of between 5 and 20%, at a temperature of 60-85° C. for a variable between 5 and 15 minutes, so as to produce a compact and homogeneous zinc phosphate coating with a very fine crystalline structure so as to facilitate mechanical deformation of the cold material; Starting materials: CC1(C)Cc2ccc([N+](=O)[O-])cc2C(n2ccccc2=O)C1O, CO. The product is CC1(C)Cc2ccc(N)cc2C(n2ccccc2=O)C1O. As a reaction SMILES: [CH3:1][C:2]1([CH3:23])[CH2:3][c:4]2[cH:5][cH:6][c:7]([N+:20]([O-:21])=[O:22])[cH:8][c:9]2[CH:10]([n:13]2[c:14](=[O:19])[cH:15][cH:16][cH:17][cH:18]2)[CH:11]1[OH:12].[CH3:24][OH:25]>>[CH3:1][C:2]1([CH3:23])[CH2:3][c:4]2[cH:5][cH:6][c:7]([NH2:20])[cH:8][c:9]2[CH:10]([n:13]2[c:14](=[O:19])[cH:15][cH:16][cH:17][cH:18]2)[CH:11]1[OH:12]. Starting materials: BrC1=CC=C(C(=O)O)C=C1 (4-bromobenzoic acid), ON1N=NC2=C1C=CC=C2 (1-hydroxybenzotriazole), Cl.C(C)N=C=NCCCN(C)C (1-ethyl-3-(3-dimethylaminopropyl)carbodiimide hydrochloride), C(O)([O-])=O.[Na+] (sodium hydrogencarbonate), C([O-])([O-])=O.[K+].[K+] (Potassium carbonate), C(C)[C@@H]1N(CCOC1)S(=O)(=O)C1=C(C=CC=C1)[N+](=O)[O-] ((S)-3-Ethyl-4-(2-nitrophenylsulfonyl)morpholine), BrC1=CC=C(C=C1)S (4-Bromobenzenethiol). The solvent is CN(C=O)C (N,N-dimethylformamide), CN(C=O)C (N,N-dimethylformamide). Conditions: time 5 minute. Product: BrC1=CC=C(C=C1)C(=O)N1[C@H](COCC1)CC ((S)-(4-Bromophenyl)(3-ethylmorpholino)methanone). Isolated yield 72.0%. RXN SMILES: C(=O)([O-])[O-].[K+].[K+].[CH2:7]([C@H:9]1[CH2:14][O:13][CH2:12][CH2:11][N:10]1S(C1C=CC=CC=1[N+]([O-])=O)(=O)=O)[CH3:8].BrC1C=CC(S)=CC=1.[Br:35][C:36]1[CH:44]=[CH:43][C:39]([C:40](O)=[O:41])=[CH:38][CH:37]=1.ON1C2C=CC=CC=2N=N1.Cl.C(N=C=NCCCN(C)C)C.C(=O)([O-])O.[Na+]>CN(C)C=O>[Br:35][C:36]1[CH:44]=[CH:43][C:39]([C:40]([N:10]2[CH2:11][CH2:12][O:13][CH2:14][C@@H:9]2[CH2:7][CH3:8])=[O:41])=[CH:38][CH:37]=1 |f:0.1.2,7.8,9.10|. Procedure details: Potassium carbonate (49.1 mg, 0.355 mmol) was added to a solution of 89 mg (0.296 mmol) of the title compound produced in step (iii) of Reference Example 9 in N,N-dimethylformamide (1.0 ml), and the mixture was stirred at room temperature for 5 min. 4-Bromobenzenethiol (56.0 mg, 0.296 mmol) was added thereto, and the mixture was stirred at room temperature for 5 hr. Thereafter, N,N-dimethylformamide (1.0 ml), 119.0 mg (0.592 mmol) of 4-bromobenzoic acid, 80.0 mg (0.592 mmol) of 1-hydroxybenzotri... Starting materials: CCC#CC(=O)OCC, N#Cc1ccccc1, N#Cc1ccccc1, Cc1ccccc1B(O)O, Cl[Pd]Cl, COCOc1ccc(I)cc1, [K+], [K+], O=C([O-])[O-], CN(C)C=O. The product is CCOC(=O)C(=C(CC)c1ccccc1C)c1ccc(OCOC)cc1. Reaction SMILES: [C:1]([C:2]#[C:3][CH2:4][CH3:5])(=[O:6])[O:7][CH2:8][CH3:9].[C:45]([c:46]1[cH:47][cH:48][cH:49][cH:50][cH:51]1)#[N:52].[C:53]([c:54]1[cH:55][cH:56][cH:57][cH:58][cH:59]1)#[N:60].[CH3:21][c:22]1[c:23]([B:28]([OH:29])[OH:30])[cH:24][cH:25][cH:26][cH:27]1.[Cl:42][Pd:43][Cl:44].[I:10][c:11]1[cH:12][cH:13][c:14]([O:17][CH2:18][O:19][CH3:20])[cH:15][cH:16]1.[K+:31].[K+:32].[O-:33][C:34]([O-:35])=[O:36].[O:37]=[CH:38][N:39]([CH3:40])[CH3:41]>>[C:1]([C:2](=[C:3]([CH2:4][CH3:5])[c:23]1[c:22]([CH3:21])[cH:27][cH:26][cH:25][cH:24]1)[c:11]1[cH:12][cH:13][c:14]([O:17][CH2:18][O:19][CH3:20])[cH:15][cH:16]1)(=[O:6])[O:7][CH2:8][CH3:9].